Dataset: the Open Reaction Database (ORD), a public repository of structured organic reaction records. Task: describe an organic reaction: reactants, conditions, products, and yield Starting materials: C(C)(C)(C)OC1=NC=CC=C1CNC1=C(C=C(C=C1)OCC#C)C(=O)C1=CC=C(C=C1)C(C)C ({2-[(2-tert-butoxy-pyridin-3-ylmethyl)-amino]-5-propargyloxy-phenyl}-(4-isopropyl-phenyl)-methanone), [O-]C#N.[Na+] (sodium cyanate), C([O-])(O)=O (bicarbonate), C(C)(=O)OCC (ethyl acetate). The solvent is C(C)(=O)O (acetic acid). Reaction conditions: time 8 hour. Product: OC1=NC=CC=C1CN1C(N=C(C2=CC(=CC=C12)OCC#C)C1=CC=C(C=C1)C(C)C)=O (1-(2-Hydroxy-pyridin-3-ylmethyl)-4-(4-isopropy-phenyl)-6-propargyloxy-1H-quinazolin-2-one). As a reaction SMILES: C([O:5][C:6]1[C:11]([CH2:12][NH:13][C:14]2[CH:19]=[CH:18][C:17]([O:20][CH2:21][C:22]#[CH:23])=[CH:16][C:15]=2[C:24]([C:26]2[CH:31]=[CH:30][C:29]([CH:32]([CH3:34])[CH3:33])=[CH:28][CH:27]=2)=O)=[CH:10][CH:9]=[CH:8][N:7]=1)(C)(C)C.[O-]C#[N:37].[Na+].C(OCC)(=O)C.[C:45](=[O:48])(O)[O-]>C(O)(=O)C>[OH:5][C:6]1[C:11]([CH2:12][N:13]2[C:14]3[C:15](=[CH:16][C:17]([O:20][CH2:21][C:22]#[CH:23])=[CH:18][CH:19]=3)[C:24]([C:26]3[CH:31]=[CH:30][C:29]([CH:32]([CH3:34])[CH3:33])=[CH:28][CH:27]=3)=[N:37][C:45]2=[O:48])=[CH:10][CH:9]=[CH:8][N:7]=1 |f:1.2|. Procedure: A solution of 290 mg (0.635 mmol) of {2-[(2-tert-butoxy-pyridin-3-ylmethyl)-amino]-5-propargyloxy-phenyl}-(4-isopropyl-phenyl)-methanone and in 7 ml acetic acid is reacted with 50 mg (0.762 mmol) sodium cyanate. After stirring overnight the mixture is distributed between ethyl acetate and aqueous bicarbonate solution. The organic layer is concentrated to yield the title compound in the form of a yellow solid. Starting materials: C(C)(C)(C)C1=NN(C(=C1)C(=O)OCC)CC (ethyl 3-tert-butyl-1-ethyl-1H-pyrazole-5-carboxylate), [OH-].[Li+] (lithium hydroxide). The solvent is C(C)O.O1CCOCC1.O (ethanol dioxane water), CCOC(=O)C (EtOAc), C(CC(O)(C(=O)O)CC(=O)O)(=O)O (citric acid). Conditions: time 8 hour. Yields the product C(C)(C)(C)C1=NN(C(=C1)C(=O)O)CC (3-tert-butyl-1-ethyl-1H-pyrazole-5-carboxylic acid). The yield is 95.5%. As a reaction SMILES: [C:1]([C:5]1[CH:9]=[C:8]([C:10]([O:12]CC)=[O:11])[N:7]([CH2:15][CH3:16])[N:6]=1)([CH3:4])([CH3:3])[CH3:2].[OH-].[Li+]>C(O)C.O1CCOCC1.O.CCOC(C)=O.C(O)(=O)CC(CC(O)=O)(C(O)=O)O>[C:1]([C:5]1[CH:9]=[C:8]([C:10]([OH:12])=[O:11])[N:7]([CH2:15][CH3:16])[N:6]=1)([CH3:4])([CH3:2])[CH3:3] |f:1.2,3.4.5|. Reported procedure: To a solution of ethyl 3-tert-butyl-1-ethyl-1H-pyrazole-5-carboxylate (0.35 g, 1.6 mmol) in a mixture of ethanol:dioxane:water (1:1:1, 6 mL) was added lithium hydroxide (0.15 g, 6.2 mmol). The reaction mixture was stirred overnight at RT. The solution diluted with EtOAc (50 mL) and 5% citric acid (50 mL). The organic phase separated, washed with brine (20 mL), dried (Na2SO4) and evaporated under reduced pressure to afford 3-tert-butyl-1-ethyl-1H-pyrazole-5-carboxylic acid (0.30 g, 98% yield) as ... Starting materials: CCN(C(C)C)C(C)C (DIEA), C(C)(C)(C)OC(=O)N[C@@H](C)C1=CC(=C(C(=O)O)C=C1)Cl ((S)-4-(1-(tert-butoxycarbonylamino)ethyl)-2-chlorobenzoic acid), C1(CCCC1)N (cyclopentylamine), CCN=C=NCCCN(C)C.Cl (EDC HCl), ON1N=NC2=C1N=CC=C2 (1-hydroxy-7-aza-benzotriazole). Run in O (water), CN(C)C=O (DMF). Yields the product ClC=1C=C(C=CC1C(NC1CCCC1)=O)[C@H](C)NC(OC(C)(C)C)=O ((S)-tert-butyl 1-(3-chloro-4-(cyclopentylcarbamoyl)phenyl)ethylcarbamate). Yield: 97.5%. Reaction SMILES: [C:1]([O:5][C:6]([NH:8][C@H:9]([C:11]1[CH:19]=[CH:18][C:14]([C:15]([OH:17])=O)=[C:13]([Cl:20])[CH:12]=1)[CH3:10])=[O:7])([CH3:4])([CH3:3])[CH3:2].[CH:21]1([NH2:26])[CH2:25][CH2:24][CH2:23][CH2:22]1.CCN=C=NCCCN(C)C.Cl.ON1C2N=CC=CC=2N=N1.CCN(C(C)C)C(C)C>O.CN(C=O)C>[Cl:20][C:13]1[CH:12]=[C:11]([C@@H:9]([NH:8][C:6](=[O:7])[O:5][C:1]([CH3:2])([CH3:3])[CH3:4])[CH3:10])[CH:19]=[CH:18][C:14]=1[C:15](=[O:17])[NH:26][CH:21]1[CH2:25][CH2:24][CH2:23][CH2:22]1 |f:2.3|. Procedure details: To a round bottom flask with stir bar was added (S)-4-(1-(tert-butoxycarbonylamino)ethyl)-2-chlorobenzoic acid (450 mg, 1.20 mmol), cyclopentylamine (355 μL, 3.60 mmol), EDC HCl (460 mg, 2.40 mmol), 1-hydroxy-7-aza-benzotriazole (229 mg, 1.68 mmol) and DMF (6 mL). To this mixture was then added DIEA (629 μL, 3.60 mmol). Reaction mixture was allowed to stir at room temperature for 18 hours. The reaction mixture was diluted with water and extracted with EtOAc. The organic phases were combined, was...